This data is from the Open Reaction Database (ORD), a public repository of structured organic reaction records. The task is: describe an organic reaction: reactants, conditions, products, and yield Procedure details: To a cold suspension (0° C.) of Na (25% in toluene, 10 g, 104 mmol) in DME (100 mL) add a solution of trimethyltin chloride (9.4 g, 47.4 mmol) in DME (20 mL) dropwise. Stir the mixture at 0° C. for 3 h followed by addition of the solution of cold (0° C.) 4-chloro-2-isopropyl-pyridine (Comins & Mantlo (1985) J. Org. Chem. 50:4410-4411) (4.9 g, 31.6 mmol) in DME (20 mL). Stir the mixture at 0° C. for 2 h and warm to room temperature. Filter, concentrate the filtrate, and dilute the residue with et... Run in COCCOC (DME), COCCOC (DME), COCCOC (DME). Product: C(C)(C)C1=NC=CC(=C1)[Sn](C)(C)C (2-Isopropyl-4-trimethylstannanyl-pyridine). Conditions: temperature 0 celsius, time 3 hour. Reaction SMILES: [CH3:1][Sn:2](Cl)([CH3:4])[CH3:3].Cl[C:7]1[CH:12]=[CH:11][N:10]=[C:9]([CH:13]([CH3:15])[CH3:14])[CH:8]=1>COCCOC>[CH:13]([C:9]1[CH:8]=[C:7]([Sn:2]([CH3:4])([CH3:3])[CH3:1])[CH:12]=[CH:11][N:10]=1)([CH3:15])[CH3:14]. The reactants are ClC1=CC(=NC=C1)C(C)C (4-chloro-2-isopropyl-pyridine), Na, C[Sn](C)(C)Cl (trimethyltin chloride). Reported procedure: To a solution of the product from Step F (163 mg, 0.262 mmol) in 3 mL of methanol and 3 mL of EtOAc was added at room temperature 10% palladium on carbon (10 mg). A balloon of hydrogen gas was introduced to the solution via syringe needle, and the reaction was stirred for ca. 20 minutes. The solution was filtered through celite to remove the catalyst, then concentrated in vacuo. The resulting product was purified by silica gel chromatography (4% MeOH/CH2Cl2 with 1% NH4OH) to provide the titled c... Conditions: time 20 minute. The yield is 49.5%. The reagents and catalysts are [Pd] (palladium on carbon). As a reaction SMILES: [C:1]([C:3]1[CH:43]=[CH:42][C:6]([CH2:7][N:8]2[C:12]([CH2:13][NH:14][C@@H:15]([CH2:36][CH2:37][S:38]([CH3:41])(=[O:40])=[O:39])[CH2:16][N:17](C(OCC3C=CC=CC=3)=O)[CH2:18][C:19]3[CH:24]=[CH:23][CH:22]=[C:21]([Cl:25])[CH:20]=3)=[CH:11][N:10]=[CH:9]2)=[CH:5][CH:4]=1)#[N:2].[H][H]>CO.CCOC(C)=O.[Pd]>[C:1]([C:3]1[CH:4]=[CH:5][C:6]([CH2:7][N:8]2[C:12]([CH2:13][NH:14][C@@H:15]([CH2:36][CH2:37][S:38]([CH3:41])(=[O:40])=[O:39])[CH2:16][NH:17][CH2:18][C:19]3[CH:24]=[CH:23][CH:22]=[C:21]([Cl:25])[CH:20]=3)=[CH:11][N:10]=[CH:9]2)=[CH:42][CH:43]=1)#[N:2]. The reactants are C(#N)C1=CC=C(CN2C=NC=C2CN[C@H](CN(CC2=CC(=CC=C2)Cl)C(=O)OCC2=CC=CC=C2)CCS(=O)(=O)C)C=C1 ((S)-2-[(1-(4-cyanobenzyl)-5-imidazolylmethyl)amino]-N-(benzyloxycarbonyl)-N-(3-chlorobenzyl)-4-(methanesulfonyl)butanamine), [H][H] (hydrogen). Yields the product C(#N)C1=CC=C(CN2C=NC=C2CN[C@H](CNCC2=CC(=CC=C2)Cl)CCS(=O)(=O)C)C=C1 ((S)-2-[(1-(4-cyanobenzyl)-5-imidazolylmethyl)amino]-N-(3-chlorobenzyl)-4-(methanesulfonyl)butanamine). The solvent is CO (methanol), CCOC(=O)C (EtOAc). Reactants: C(C)(C)(C)OC(=O)N[C@@H]1CC[C@H](CC1)C(=O)O (trans-4-((tert-butoxycarbonyl)amino)cyclohexanecarboxylic acid), CC(OCC)=O.Cl (EA HCl). The solvent is CCOC(=O)C (EtOAc). Conditions: temperature 0 celsius, time 8 hour. Product: hydrochloride salt, N[C@@H]1CC[C@H](CC1)C(=O)O (trans-4-aminocyclohexanecarboxylic acid). Isolated yield 124.8%. As a reaction SMILES: C(OC([NH:8][C@H:9]1[CH2:14][CH2:13][C@H:12]([C:15]([OH:17])=[O:16])[CH2:11][CH2:10]1)=O)(C)(C)C.CC(=O)OCC.Cl>CCOC(C)=O>[NH2:8][C@H:9]1[CH2:14][CH2:13][C@H:12]([C:15]([OH:17])=[O:16])[CH2:11][CH2:10]1 |f:1.2|. Procedure: To a solution of trans-4-((tert-butoxycarbonyl)amino)cyclohexanecarboxylic acid (823 g, 3.38 mol) in EtOAc (4000 mL) was added EA/HCl (2500 mL). The mixture was stirred at 0° C. overnight. The reaction mixture was filtered and dried in vacuo to give a product of hydrochloride salt of trans-4-aminocyclohexanecarboxylic acid as white solid (604 g, 99.42% yield). The reactants are FC(C(=O)O)(F)F (Trifluoroacetic acid), CN(C(OC(C)(C)C)=O)C[C@@H]1C[C@H](C1)OC1=CC=C(C=C1)CN1CCCC1 (tert-Butyl Methyl({trans-3-[4-(pyrrolidin-1-ylmethyl)phenoxy]cyclobutyl}methyl)-carbamate). Solvent: ClCCl (dichloromethane). Conditions: time 24 hour. Yields the product CNC[C@@H]1C[C@H](C1)OC1=CC=C(C=C1)CN1CCCC1 (Methyl({trans-3-[4-(pyrrolidin-1-ylmethyl)phenoxy]cyclobutyl}methyl)amine). Yield: 72.9%. Reaction SMILES: FC(F)(F)C(O)=O.[CH3:8][N:9]([CH2:17][C@H:18]1[CH2:21][C@H:20]([O:22][C:23]2[CH:28]=[CH:27][C:26]([CH2:29][N:30]3[CH2:34][CH2:33][CH2:32][CH2:31]3)=[CH:25][CH:24]=2)[CH2:19]1)C(=O)OC(C)(C)C>ClCCl>[CH3:8][NH:9][CH2:17][C@H:18]1[CH2:21][C@H:20]([O:22][C:23]2[CH:28]=[CH:27][C:26]([CH2:29][N:30]3[CH2:34][CH2:33][CH2:32][CH2:31]3)=[CH:25][CH:24]=2)[CH2:19]1. Procedure: Trifluoroacetic acid (8.6 mL, 111 mmol) was added to a solution of compound 9 (5.56 g, 15 mmol) in dichloromethane (50 mL). The reaction mass was stirred at room temperature for 24 h and evaporated in vacuo. The residue was diluted with water (50 mL), and the obtained solution was extracted with CH2Cl2. The organic layer was discarded. The aqueous one was alkalized with 10 N NaOH to pH 12 and extracted with CHCl3 (3×100 mL). The combined extracts were dried and evaporated to afford the title com... Starting materials: CC(=O)c1ccc2c(c1)Cc1cc(O)ccc1-2, O=C([O-])[O-], C=CCOCCCCCl, CN(C)C=O, Cl, [K+], [K+]. Yields the product C=CCOCCCCOc1ccc2c(c1)Cc1cc(C(C)=O)ccc1-2. As a reaction SMILES: [C:1]([CH3:2])(=[O:3])[c:4]1[cH:5][c:6]2[c:14]([cH:15][cH:16]1)-[c:13]1[c:8]([cH:9][c:10]([OH:17])[cH:11][cH:12]1)[CH2:7]2.[C:27](=[O:28])([O-:29])[O-:30].[CH2:18]([CH:19]=[CH2:20])[O:21][CH2:22][CH2:23][CH2:24][CH2:25][Cl:26].[CH3:34][N:35]([CH3:36])[CH:37]=[O:38].[ClH:33].[K+:31].[K+:32]>>[C:1]([CH3:2])(=[O:3])[c:4]1[cH:5][c:6]2[c:14]([cH:15][cH:16]1)-[c:13]1[c:8]([cH:9][c:10]([O:17][CH2:25][CH2:24][CH2:23][CH2:22][O:21][CH2:18][CH:19]=[CH2:20])[cH:11][cH:12]1)[CH2:7]2.